describe an organic reaction: reactants, conditions, products, and yield From a dataset of the Open Reaction Database (ORD), a public repository of structured organic reaction records. Starting materials: CCO, COC(=O)NN=C(CO)c1c(C)nc2sccn12, Cl, [Na]. Yields the product Cc1nc2sccn2c1C1=NNC(=O)OC1. Reaction SMILES: [CH3:21][CH2:22][OH:23].[CH3:3][O:4][C:5](=[O:6])[NH:7][N:8]=[C:9]([CH2:10][OH:11])[c:12]1[c:13]([CH3:20])[n:14][c:15]2[s:16][cH:17][cH:18][n:19]12.[ClH:2].[Na:1]>>[O:4]=[C:5]1[NH:7][N:8]=[C:9]([c:12]2[c:13]([CH3:20])[n:14][c:15]3[s:16][cH:17][cH:18][n:19]23)[CH2:10][O:11]1. Starting materials: C(C)(C)(C)OC(=O)N1CCC(CC1)COC1=C(C=C2C(=NC=NC2=C1)OC=1C=C2C(=CNC2=CC1)C)OC (7-{[1-(tert-Butoxycarbonyl)piperidin-4-yl]methoxy}-6-methoxy-4-[(3-methyl-1H-indol-5-yl)oxy]quinazoline), C(=O)(C(F)(F)F)O (TFA). Solvent: ClCCl (dichloromethane). Run at time 1 hour. Product: COC=1C=C2C(=NC=NC2=CC1OCC1CCNCC1)OC=1C=C2C(=CNC2=CC1)C (6-methoxy-4-[(3-methyl-1H-indol-5-yl)oxy]-7-[(piperidin-4-yl)methoxy]quinazoline). Isolated yield 76.9%. As a reaction SMILES: C(OC([N:8]1[CH2:13][CH2:12][CH:11]([CH2:14][O:15][C:16]2[CH:25]=[C:24]3[C:19]([C:20]([O:26][C:27]4[CH:28]=[C:29]5[C:33](=[CH:34][CH:35]=4)[NH:32][CH:31]=[C:30]5[CH3:36])=[N:21][CH:22]=[N:23]3)=[CH:18][C:17]=2[O:37][CH3:38])[CH2:10][CH2:9]1)=O)(C)(C)C.C(O)(C(F)(F)F)=O>ClCCl>[CH3:38][O:37][C:17]1[CH:18]=[C:19]2[C:24](=[CH:25][C:16]=1[O:15][CH2:14][CH:11]1[CH2:12][CH2:13][NH:8][CH2:9][CH2:10]1)[N:23]=[CH:22][N:21]=[C:20]2[O:26][C:27]1[CH:28]=[C:29]2[C:33](=[CH:34][CH:35]=1)[NH:32][CH:31]=[C:30]2[CH3:36]. Reported procedure: 7-{[1-(tert-Butoxycarbonyl)piperidin-4-yl]methoxy}-6-methoxy-4-[(3-methyl-1H-indol-5-yl)oxy]quinazoline (5.8 g) was suspended in dichloromethane (40 ml) and cooled with an ice bath. TFA (17 ml) was added and the reaction mixture was stirred at this temperature for 1 hour. The volatiles were removed under vacuum and the residue triturated under water and dichloromethane. The pH was made basic to 12.5 with a 30% aqueous solution of sodium hydroxide while cooling with an ice bath. Extraction was do... Starting materials: FC(OC(C(OC(C(OC(COCCCCCBr)(F)F)(F)F)(F)F)(F)F)(F)F)(F)F (5-(2-(2-(2-(trifluoromethoxy)tetrafluoroethoxy)tetrafluoroethoxy)-2,2-difluoroethoxy)1-bromopentane), BrCCCCCBr (1,5-dibromopentane), FC(OC(C(OC(C(OC(CO)(F)F)(F)F)(F)F)(F)F)(F)F)(F)F (2-(2-(2-(trifluoromethoxy)tetrafluoroethoxy)tetrafluoroethoxy)-2,2-difluoroethanol), C(CCCCCCC)C=1C=NC(=NC1)C1=CC=C(C=C1)O (5-octyl-2-(4-hydroxyphenyl)pyrimidine). Yields the product C(CCCCCCC)C=1C=NC(=NC1)C1=CC=C(C=C1)OCCCCCOCC(F)(F)OC(C(OC(C(OC(F)(F)F)(F)F)(F)F)(F)F)(F)F (5-Octyl-2-[4-(5-(2-(2-(2-(trifluoromethoxy)tetrafluoroethoxy)tetrafluoroethoxy)-2,2-difluoroethoxy)pentyloxy)phenyl]pyrimidine), product. As a reaction SMILES: [F:1][C:2]([F:30])([F:29])[O:3][C:4]([F:28])([F:27])[C:5]([F:26])([F:25])[O:6][C:7]([F:24])([F:23])[C:8]([F:22])([F:21])[O:9][C:10]([F:20])([F:19])[CH2:11][O:12][CH2:13][CH2:14][CH2:15][CH2:16][CH2:17]Br.BrCCCCCBr.FC(F)(F)OC(F)(F)C(F)(F)OC(F)(F)C(F)(F)OC(F)(F)CO.[CH2:62]([C:70]1[CH:71]=[N:72][C:73]([C:76]2[CH:81]=[CH:80][C:79]([OH:82])=[CH:78][CH:77]=2)=[N:74][CH:75]=1)[CH2:63][CH2:64][CH2:65][CH2:66][CH2:67][CH2:68][CH3:69]>>[CH2:62]([C:70]1[CH:75]=[N:74][C:73]([C:76]2[CH:81]=[CH:80][C:79]([O:82][CH2:17][CH2:16][CH2:15][CH2:14][CH2:13][O:12][CH2:11][C:10]([O:9][C:8]([F:21])([F:22])[C:7]([F:23])([F:24])[O:6][C:5]([F:25])([F:26])[C:4]([F:27])([F:28])[O:3][C:2]([F:29])([F:30])[F:1])([F:20])[F:19])=[CH:78][CH:77]=2)=[N:72][CH:71]=1)[CH2:63][CH2:64][CH2:65][CH2:66][CH2:67][CH2:68][CH3:69]. Reported procedure: The title compound was prepared essentially as in Example 1 by combining 5-(2-(2-(2-(trifluoromethoxy)tetrafluoroethoxy)tetrafluoroethoxy)-2,2-difluoroethoxy)1-bromopentane (18.3 g, 38.5 mmol; prepared from 1,5-dibromopentane (107 g, 0.7 mol) and 2-(2-(2-(trifluoromethoxy)tetrafluoroethoxy)tetrafluoroethoxy)-2,2-difluoroethanol (125 g, 0.31 mol) essentially as in Example 2) with 5-octyl-2-(4-hydroxyphenyl)pyrimidine (10 g, 35 mmol) to provide product boiling at 200-210° C. at 0.4 torr (yield of ... Starting materials: CC(CO)C (2-methyl-propan-1-ol), [H-].[Na+] (NaH), BrC=1C=CC(=NC1)F (5-bromo-2-fluoro-pyridine). Solvent: O (water), CN(C)C=O (DMF). Product: BrC=1C=CC(=NC1)OCC(C)C (5-Bromo-2-isobutoxy-pyridine). The yield is 86.3%. Reaction SMILES: [CH3:1][CH:2]([CH3:5])[CH2:3][OH:4].[H-].[Na+].[Br:8][C:9]1[CH:10]=[CH:11][C:12](F)=[N:13][CH:14]=1>CN(C=O)C.O>[Br:8][C:9]1[CH:10]=[CH:11][C:12]([O:4][CH2:3][CH:2]([CH3:5])[CH3:1])=[N:13][CH:14]=1 |f:1.2|. Reported procedure: To 2-methyl-propan-1-ol (10 g, 0.41 mol) was added NaH (60%, 8.2 g, 0.204 mol) portionwise under a nitrogen atmosphere at room temperature over 10 minutes. The mixture was refluxed for 30 minutes. A solution of 5-bromo-2-fluoro-pyridine (24 g, 0.136 mol) in DMF (400 mL) was added dropwise and the mixture refluxed for 18 hours. The reaction mixture was then diluted with water (1 L) and extracted with EtOAc (3×500 mL). The combined organics were washed with brine (3×300 mL), dried over sodium sulf... Reactants: C(CCC)(=O)OC=C (Vinyl butyrate), precipitate, FC(C(CO)(CO)O)(F)F (2-(trifluoromethyl)-1,2,3-propanetriol), monoester diester, triol. The solvent is COC(C)(C)C (1,1-dimethylethyl methyl ether). Yields the product C(CCC)(=O)OC[C@](C(F)(F)F)(CO)O ((S)-3,3,3-Trifluoro-2-hydroxy-2-(hydroxymethyl)Propyl butanoate). Reaction SMILES: [C:1](OC=C)(=[O:5])[CH2:2][CH2:3][CH3:4].[F:9][C:10]([F:18])([F:17])[C:11]([OH:16])([CH2:14][OH:15])[CH2:12][OH:13]>COC(C)(C)C>[C:1]([O:13][CH2:12][C@@:11]([OH:16])([CH2:14][OH:15])[C:10]([F:18])([F:17])[F:9])(=[O:5])[CH2:2][CH2:3][CH3:4]. Procedure details: Vinyl butyrate (1 ml) was added to a stirred mixture of 4 Å molecular sieves (2 g), lipase Amano PS precipitate (100 mg) and 2-(trifluoromethyl)-1,2,3-propanetriol (1 g) suspended in 1,1-dimethylethyl methyl ether (10 ml) and the mixture stirred at room temperature. The mixture was filtered through celite after 21.5 hours, washing with dichloromethane, concentrated, diluted with toluene (20 ml) and washed with saturated aqueous sodium chloride (2×20 ml), dried (Na2SO4) and evaporated to give a l... Reactants: O (water), C(CCCCCCCCCCC)C1C(CCC(C1)=O)=O (2-dodecyl-1,4-cyclohexane-dione), C(CC#N)#N (malononitrile). The reagents and catalysts are NCCC(=O)O (β-alanine). The solvent is C(Cl)(Cl)Cl (chloroform). Reaction conditions: time 8 hour. The product is C(#N)C(=C1C(CC(CC1)=C(C#N)C#N)CCCCCCCCCCCC)C#N (1,4-bis-(dicyanomethylene)-2-dodecyl cyclohexane). Reaction SMILES: [CH2:1]([CH:13]1[CH2:18][C:17](=O)[CH2:16][CH2:15][C:14]1=O)[CH2:2][CH2:3][CH2:4][CH2:5][CH2:6][CH2:7][CH2:8][CH2:9][CH2:10][CH2:11][CH3:12].[C:21](#[N:25])[CH2:22][C:23]#[N:24].O>NCCC(O)=O.C(Cl)(Cl)Cl>[C:23]([C:22]([C:21]#[N:25])=[C:14]1[CH2:15][CH2:16][C:17](=[C:22]([C:21]#[N:25])[C:23]#[N:24])[CH2:18][CH:13]1[CH2:1][CH2:2][CH2:3][CH2:4][CH2:5][CH2:6][CH2:7][CH2:8][CH2:9][CH2:10][CH2:11][CH3:12])#[N:24]. Procedure details: A mixture of 2 g (0.0071M) of thus obtained 2-dodecyl-1,4-cyclohexane-dione and 1.4 g (0.0212M) of malononitrile was heated in a water bath to make a solution. β-alanine as a catalyst and 2 ml of water were added to the solution and stirred at a temperature between 40° C. and 50° C. for 8 hours to react the mixture. After cooling, the reacted mixture was dissolved in chloroform, and rinsed with water and dried. The dried material was concentrated under reduced pressure, and purified through sili... Reactants: [Al+3], CCS, C1CCOC1, COc1ccc2c(C(=O)c3ccc(OCCN(C)C)cc3)c(C3CCCC3)sc2c1, [Cl-], [Cl-], [Cl-], ClCCl, Cl, [Na+], O, O=C([O-])O. Product: CN(C)CCOc1ccc(C(=O)c2c(C3CCCC3)sc3cc(O)ccc23)cc1. RXN SMILES: [Al+3:32].[CH2:35]([SH:36])[CH3:37].[CH2:48]1[O:49][CH2:50][CH2:51][CH2:52]1.[CH3:1][O:2][c:3]1[cH:4][cH:5][c:6]2[c:7]([s:8][c:9]([CH:25]3[CH2:26][CH2:27][CH2:28][CH2:29]3)[c:10]2[C:11](=[O:12])[c:13]2[cH:14][cH:15][c:16]([O:19][CH2:20][CH2:21][N:22]([CH3:23])[CH3:24])[cH:17][cH:18]2)[cH:30]1.[Cl-:31].[Cl-:33].[Cl-:34].[Cl:44][CH2:45][Cl:46].[ClH:38].[Na+:39].[OH2:47].[OH:40][C:41](=[O:42])[O-:43]>>[OH:2][c:3]1[cH:4][cH:5][c:6]2[c:7]([s:8][c:9]([CH:25]3[CH2:26][CH2:27][CH2:28][CH2:29]3)[c:10]2[C:11](=[O:12])[c:13]2[cH:14][cH:15][c:16]([O:19][CH2:20][CH2:21][N:22]([CH3:23])[CH3:24])[cH:17][cH:18]2)[cH:30]1. Reactants: O1CCN(CC1)C=1SC(=C(N1)C(F)(F)F)C(=O)OCC (ethyl 2-morpholino-4-(trifluoromethyl)thiazole-5-carboxylate), [OH-].[Na+] (NaOH), O (H2O). The solvent is CO (MeOH). Yields the product O1CCN(CC1)C=1SC(=C(N1)C(F)(F)F)C(=O)O (2-Morpholino-4-(trifluoromethyl)thiazole-5-carboxylic acid). Isolated yield 98.9%. Reaction SMILES: [O:1]1[CH2:6][CH2:5][N:4]([C:7]2[S:8][C:9]([C:16]([O:18]CC)=[O:17])=[C:10]([C:12]([F:15])([F:14])[F:13])[N:11]=2)[CH2:3][CH2:2]1.[OH-].[Na+].O>CO>[O:1]1[CH2:6][CH2:5][N:4]([C:7]2[S:8][C:9]([C:16]([OH:18])=[O:17])=[C:10]([C:12]([F:14])([F:13])[F:15])[N:11]=2)[CH2:3][CH2:2]1 |f:1.2|. Reported procedure: Add ethyl 2-morpholino-4-(trifluoromethyl)thiazole-5-carboxylate (4.58 g, 14.8 mmol) to a mixture of 1 N NaOH (20 mL) in MeOH (20 mL), and heat the reaction to 50° C. for 1 h. Concentrate the reaction under reduced pressure, and add H2O to the residue. Acidify the mixture to pH 4, and filter the solid. Wash the solid with H2O, and dry to obtain the title compound (4.13 g, 99%). ES/MS m/z 283.0 (M+1).